Dataset: the Open Reaction Database (ORD), a public repository of structured organic reaction records. Task: describe an organic reaction: reactants, conditions, products, and yield Starting materials: CCCC1CCC(c2ccc(O)cc2)CC1, FC(F)=C(F)F, [H-], [Na+], C1CCOC1, c1ccccc1. Yields the product CCCC1CCC(c2ccc(OC(F)=C(F)F)cc2)CC1. Reaction SMILES: [CH2:1]([CH2:2][CH3:3])[CH:4]1[CH2:5][CH2:6][CH:7]([c:10]2[cH:11][cH:12][c:13]([OH:16])[cH:14][cH:15]2)[CH2:8][CH2:9]1.[F:19][C:20]([F:21])=[C:22]([F:23])[F:24].[H-:17].[Na+:18].[O:31]1[CH2:32][CH2:33][CH2:34][CH2:35]1.[cH:25]1[cH:26][cH:27][cH:28][cH:29][cH:30]1>>[CH2:1]([CH2:2][CH3:3])[CH:4]1[CH2:5][CH2:6][CH:7]([c:10]2[cH:11][cH:12][c:13]([O:16][C:22](=[C:20]([F:19])[F:21])[F:23])[cH:14][cH:15]2)[CH2:8][CH2:9]1. Reactants: gum, C1=CC=CC=2C3=CC=CC=C3C(C12)COC(=O)N[C@@H](CC(C)C)C(=O)O (N-[(9-fluorenyl)methoxycarbonyl]-L-leucine), OC1=CC=CC=2NN=NC21 (hydroxybenzotriazole), Cl.CN(CCCN=C=NCC)C (1-(3-dimethylaminopropyl)-3-ethylcarbodiimide hydrochloride), C(C)N1CCOCC1 (N-ethylmorpholine), [H-].[Al+3].[Li+].[H-].[H-].[H-] (lithium aluminium hydride), N,O-dimethyl 2(S)-(tert-butoxyformamido)-4-pentynohydroxamate, S(=O)(=O)(O)[O-].[K+] (potassium hydrogen sulphate). Run in C(C)OCC (diethyl ether), ClCCl (dichloromethane), O1CCCC1 (tetrahydrofuran), O1CCCC1 (tetrahydrofuran), Cl (hydrogen chloride). Run at time 20 minute. Product: C1=CC=CC=2C3=CC=CC=C3C(C12)COC(=O)N[C@@H](CC(C)C)C(=O)N[C@@H](CC#C)C(OC)OC (N2-[(9-fluorenyl)methoxycarbonyl]-N1-[1(S)-(dimethoxymethyl)-3-butynyl]-L-leucinamide). Reaction SMILES: [H-].[Al+3].[Li+].[H-].[H-].[H-].S([O-])(O)(=O)=[O:8].[K+].[CH:13]1[C:25]2[CH:24]([CH2:26][O:27][C:28]([NH:30][C@H:31](C(O)=O)[CH2:32][CH:33]([CH3:35])[CH3:34])=[O:29])[C:23]3[C:18](=[CH:19][CH:20]=[CH:21][CH:22]=3)[C:17]=2[CH:16]=[CH:15][CH:14]=1.[OH:39][C:40]1C2N=NNC=2C=CC=1.Cl.CN(C)[CH2:52][CH2:53][CH2:54]N=C=NCC.C([N:63]1[CH2:68][CH2:67][O:66][CH2:65][CH2:64]1)C>O1CCCC1.C(OCC)C.Cl.ClCCl>[CH:13]1[C:25]2[CH:24]([CH2:26][O:27][C:28]([NH:30][C@H:31]([C:68]([NH:63][C@H:64]([CH:65]([O:66][CH3:67])[O:39][CH3:40])[CH2:52][C:53]#[CH:54])=[O:8])[CH2:32][CH:33]([CH3:34])[CH3:35])=[O:29])[C:23]3[C:18](=[CH:19][CH:20]=[CH:21][CH:22]=3)[C:17]=2[CH:16]=[CH:15][CH:14]=1 |f:0.1.2.3.4.5,6.7,10.11|. Procedure: 10 ml (10 mmol) of 1M lithium aluminium hydride in tetrahydrofuran were added to a solution of 3.15 g (12.3 mmol) of N,O-dimethyl 2(S)-(tert-butoxyformamido)-4-pentynohydroxamate in 50 ml of dry tetrahydrofuran at 0° C. under a nitrogen atmosphere. The solution was stirred for 20 minutes and then 40 ml of saturated potassium hydrogen sulphate solution were added dropwise. The mixture was stirred for 15 minutes and then diluted with diethyl ether. The organic layer was dried over magnesium sulpha... Reactants: ClC1=NC=NC(=C1)Cl (4,6-dichloro-pyrimidine), BrC1=CN=C2N1C=CC=C2 (3-bromo-imidazo[1,2-a]pyridine), [Li]CCCC (n-BuLi). The reagents and catalysts are C=1C=CC(=CC1)[P](C=2C=CC=CC2)(C=3C=CC=CC3)[Pd]([P](C=4C=CC=CC4)(C=5C=CC=CC5)C=6C=CC=CC6)([P](C=7C=CC=CC7)(C=8C=CC=CC8)C=9C=CC=CC9)[P](C=1C=CC=CC1)(C=1C=CC=CC1)C=1C=CC=CC1 (Pd(PPh3)4), [Br-].[Zn+2].[Br-] (zinc bromide). Solvent: C1CCOC1 (THF), C1CCOC1 (THF). Conditions: time 1 hour. The product is ClC1=CC(=NC=N1)C1=CN=C2N1C=CC=C2 (3-(6-chloro-pyrimidin-4-yl)-imidazo[1,2-a]pyridine). RXN SMILES: Br[C:2]1[N:6]2[CH:7]=[CH:8][CH:9]=[CH:10][C:5]2=[N:4][CH:3]=1.[Li]CCCC.[Cl:16][C:17]1[CH:22]=[C:21](Cl)[N:20]=[CH:19][N:18]=1>C1COCC1.[Br-].[Zn+2].[Br-].C1C=CC([P]([Pd]([P](C2C=CC=CC=2)(C2C=CC=CC=2)C2C=CC=CC=2)([P](C2C=CC=CC=2)(C2C=CC=CC=2)C2C=CC=CC=2)[P](C2C=CC=CC=2)(C2C=CC=CC=2)C2C=CC=CC=2)(C2C=CC=CC=2)C2C=CC=CC=2)=CC=1>[Cl:16][C:17]1[N:18]=[CH:19][N:20]=[C:21]([C:2]2[N:6]3[CH:7]=[CH:8][CH:9]=[CH:10][C:5]3=[N:4][CH:3]=2)[CH:22]=1 |f:4.5.6,^1:35,37,56,75|. Reported procedure: To a solution of 3-bromo-imidazo[1,2-a]pyridine (1 g, 5.1 mmol) in dry THF (25 mL) under N2 at −78° C. was added n-BuLi (1.6 M in hexanes, 3.8 mL, 6.12 mmol) and the reaction mixture was stirred at that temperature for 1 hour. Then freshly dried zinc bromide (1.7 g, 7.65 mmol) in dry THF (15 mL) was added slowly and the reaction mixture was slowly warmed up to room temperature and 4,6-dichloro-pyrimidine (760 mg, 5.1 mmol) and Pd(PPh3)4 (294 mg, 0.26 mmol) was added. After 16 hours at 75° C., th... Starting materials: CC(C)(C)OC(=O)N1CCC(c2ccc(O)cc2)C(O)C1, O=C([O-])[O-], CN(C)C=O, COc1ccccc1COCCCCl, [K+], [K+]. The product is COc1ccccc1COCCCOc1ccc(C2CCN(C(=O)OC(C)(C)C)CC2O)cc1. RXN SMILES: [C:1]([CH3:2])([CH3:3])([CH3:4])[O:5][C:6](=[O:7])[N:8]1[CH2:9][CH:10]([OH:21])[CH:11]([c:14]2[cH:15][cH:16][c:17]([OH:20])[cH:18][cH:19]2)[CH2:12][CH2:13]1.[C:36](=[O:37])([O-:38])[O-:39].[CH3:42][N:43]([CH3:44])[CH:45]=[O:46].[Cl:22][CH2:23][CH2:24][CH2:25][O:26][CH2:27][c:28]1[c:29]([O:34][CH3:35])[cH:30][cH:31][cH:32][cH:33]1.[K+:40].[K+:41]>>[C:1]([CH3:2])([CH3:3])([CH3:4])[O:5][C:6](=[O:7])[N:8]1[CH2:9][CH:10]([OH:21])[CH:11]([c:14]2[cH:15][cH:16][c:17]([O:20][CH2:23][CH2:24][CH2:25][O:26][CH2:27][c:28]3[c:29]([O:34][CH3:35])[cH:30][cH:31][cH:32][cH:33]3)[cH:18][cH:19]2)[CH2:12][CH2:13]1. Reactants: O=C([O-])[O-], Cc1ccccc1, OB(O)C1CCC1, [Cs+], [Cs+], O=[N+]([O-])c1ccc(OS(=O)(=O)C(F)(F)F)cc1F. Product: O=[N+]([O-])c1ccc(C2CCC2)cc1F. Reaction SMILES: [C:26](=[O:27])([O-:28])[O-:29].[CH3:32][c:33]1[cH:34][cH:35][cH:36][cH:37][cH:38]1.[CH:19]1([B:23]([OH:24])[OH:25])[CH2:20][CH2:21][CH2:22]1.[Cs+:30].[Cs+:31].[F:1][c:2]1[cH:3][c:4]([O:11][S:12]([C:13]([F:14])([F:15])[F:16])(=[O:17])=[O:18])[cH:5][cH:6][c:7]1[N+:8](=[O:9])[O-:10]>>[F:1][c:2]1[cH:3][c:4]([CH:19]2[CH2:20][CH2:21][CH2:22]2)[cH:5][cH:6][c:7]1[N+:8](=[O:9])[O-:10]. The reactants are C, CCO, O=C(OCc1ccccc1)N1CCCN(CC2CC2)CC1, [Pd]. The product is C1CNCCN(CC2CC2)C1. Reaction SMILES: [C:25].[CH3:22][CH2:23][OH:24].[CH:1]1([CH2:4][N:5]2[CH2:6][CH2:7][N:8]([C:12]([O:13][CH2:14][c:15]3[cH:16][cH:17][cH:18][cH:19][cH:20]3)=[O:21])[CH2:9][CH2:10][CH2:11]2)[CH2:2][CH2:3]1.[Pd:26]>>[CH:1]1([CH2:4][N:5]2[CH2:6][CH2:7][NH:8][CH2:9][CH2:10][CH2:11]2)[CH2:2][CH2:3]1. Starting materials: CC(C)(C)c1cccc(NC(=O)c2ccc(N3CCNCC3)nc2)c1, CC(C)(C)OC(=O)c1ccc(Br)cc1, CC(C)(C)c1cccc(NC(=O)c2ccc(N3CCN(c4ccc(C(=O)O)cc4)CC3)c(F)c2)c1. Yields the product CC(C)(C)OC(=O)c1ccc(N2CCN(c3ccc(C(=O)Nc4cccc(C(C)(C)C)c4)cn3)CC2)cc1. RXN SMILES: [C:1]([CH3:2])([CH3:3])([CH3:4])[c:5]1[cH:6][c:7]([NH:11][C:12]([c:13]2[cH:14][n:15][c:16]([N:19]3[CH2:20][CH2:21][NH:22][CH2:23][CH2:24]3)[cH:17][cH:18]2)=[O:25])[cH:8][cH:9][cH:10]1.[C:26]([CH3:27])([CH3:28])([CH3:29])[O:30][C:31]([c:32]1[cH:33][cH:34][c:35]([Br:38])[cH:36][cH:37]1)=[O:39].[C:40]([c:41]1[cH:42][c:43]([NH:44][C:45]([c:46]2[cH:47][cH:48][c:49]([N:50]3[CH2:51][CH2:52][N:53]([c:54]4[cH:55][cH:56][c:57]([C:58]([OH:59])=[O:60])[cH:61][cH:62]4)[CH2:63][CH2:64]3)[c:65]([F:66])[cH:67]2)=[O:68])[cH:69][cH:70][cH:71]1)([CH3:72])([CH3:73])[CH3:74]>>[C:1]([CH3:2])([CH3:3])([CH3:4])[c:5]1[cH:6][c:7]([NH:11][C:12]([c:13]2[cH:14][n:15][c:16]([N:19]3[CH2:20][CH2:21][N:22]([c:35]4[cH:34][cH:33][c:32]([C:31]([O:30][C:26]([CH3:27])([CH3:28])[CH3:29])=[O:39])[cH:37][cH:36]4)[CH2:23][CH2:24]3)[cH:17][cH:18]2)=[O:25])[cH:8][cH:9][cH:10]1. Starting materials: [Br-], C1CCOC1, C[Mg+], Cc1cccc(C=O)n1. The product is Cc1cccc(C(C)O)n1. As a reaction SMILES: [Br-:10].[CH2:13]1[O:14][CH2:15][CH2:16][CH2:17]1.[CH3:11][Mg+:12].[CH3:1][c:2]1[cH:3][cH:4][cH:5][c:6]([CH:8]=[O:9])[n:7]1>>[CH3:1][c:2]1[cH:3][cH:4][cH:5][c:6]([CH:8]([OH:9])[CH3:11])[n:7]1.